From a dataset of the Open Reaction Database (ORD), a public repository of structured organic reaction records. describe an organic reaction: reactants, conditions, products, and yield Starting materials: CCCCCCCCCCCc1cnc(-c2ccc(O)cc2)nc1, CCc1ccc(C(=O)O)o1, C(=NC1CCCCC1)=NC1CCCCC1, ClCCl. Product: CCCCCCCCCCCc1cnc(-c2ccc(OC(=O)c3ccc(CC)o3)cc2)nc1. Reaction SMILES: [CH2:1]([CH2:2][CH2:3][CH2:4][CH2:5][CH2:6][CH2:7][CH2:8][CH2:9][CH2:10][CH3:11])[c:12]1[cH:13][n:14][c:15](-[c:18]2[cH:19][cH:20][c:21]([OH:24])[cH:22][cH:23]2)[n:16][cH:17]1.[CH2:25]([CH3:26])[c:27]1[cH:28][cH:29][c:30]([C:32](=[O:33])[OH:34])[o:31]1.[CH:35]1([N:36]=[C:37]=[N:38][CH:39]2[CH2:40][CH2:41][CH2:42][CH2:43][CH2:44]2)[CH2:45][CH2:46][CH2:47][CH2:48][CH2:49]1.[Cl:50][CH2:51][Cl:52]>>[CH2:1]([CH2:2][CH2:3][CH2:4][CH2:5][CH2:6][CH2:7][CH2:8][CH2:9][CH2:10][CH3:11])[c:12]1[cH:13][n:14][c:15](-[c:18]2[cH:19][cH:20][c:21]([O:24][C:32]([c:30]3[cH:29][cH:28][c:27]([CH2:25][CH3:26])[o:31]3)=[O:33])[cH:22][cH:23]2)[n:16][cH:17]1. Reactants: C(C)(C)C1=C(C(=CC(=C1)C(C)C)C(C)C)S(=O)(=O)Cl (2,4,6-triisopropylphenylsulfonyl chloride), N1C=C(C2=CC=CC=C12)CCC(=O)OCC (ethyl indole-3-propionate), [H-].[Na+] (Sodium hydride), oil, O (water). Run in CN(C)C=O (DMF), CCCCCC (n-hexane), CN(C)C=O (DMF). Conditions: time 1 hour. Yields the product C(C)(C)C1=C(C(=CC(=C1)C(C)C)C(C)C)S(=O)(=O)N1C=C(C2=CC=CC=C12)CCC(=O)OC (Methyl 1-(2,4,6-triisopropylphenylsulfonyl)-indole-3-propionate). Yield: 102.1%. RXN SMILES: [H-].[Na+].[NH:3]1[C:11]2[C:6](=[CH:7][CH:8]=[CH:9][CH:10]=2)[C:5]([CH2:12][CH2:13][C:14]([O:16][CH2:17]C)=[O:15])=[CH:4]1.[CH:19]([C:22]1[CH:27]=[C:26]([CH:28]([CH3:30])[CH3:29])[CH:25]=[C:24]([CH:31]([CH3:33])[CH3:32])[C:23]=1[S:34](Cl)(=[O:36])=[O:35])([CH3:21])[CH3:20].O>CCCCCC.CN(C=O)C>[CH:19]([C:22]1[CH:27]=[C:26]([CH:28]([CH3:29])[CH3:30])[CH:25]=[C:24]([CH:31]([CH3:33])[CH3:32])[C:23]=1[S:34]([N:3]1[C:11]2[C:6](=[CH:7][CH:8]=[CH:9][CH:10]=2)[C:5]([CH2:12][CH2:13][C:14]([O:16][CH3:17])=[O:15])=[CH:4]1)(=[O:36])=[O:35])([CH3:20])[CH3:21] |f:0.1|. Procedure details: Sodium hydride (60% oil 19.03 g 0.476 mol) was washed with n-hexane, and was suspended in DMF (500 ml). To the suspension was gradually added a solution of ethyl indole-3-propionate acid (64.79 g 0.317 mol) in DMF(100 ml). The mixture was stirred for one hour at 40°-50° C., and to the mixture was gradually added, under ice-cooling, 2,4,6-triisopropylphenylsulfonyl chloride (115.25 g, 0.38 mol), followed by stirring for one hour at room temperature. To the reaction mixture was added water (150 ml... Reactants: C(C)(C)(C)OC(NC1=C(C=C(C(=C1)NC(C)C)Cl)[N+](=O)[O-])=O ((4-chloro-5-isopropylamino-2-nitro-phenyl)-carbamic acid tert-butyl ester), O.O.Cl[Sn]Cl (SnCl2.2H2O). Yields the product C(C)(C)(C)OC(NC1=C(C=C(C(=C1)NC(C)C)Cl)N)=O ((2-Amino-4-chloro-5-isopropylamino-phenyl)-carbamic acid tert-butyl ester), solid. Yield: 86.0%. Reaction SMILES: [C:1]([O:5][C:6](=[O:22])[NH:7][C:8]1[CH:13]=[C:12]([NH:14][CH:15]([CH3:17])[CH3:16])[C:11]([Cl:18])=[CH:10][C:9]=1[N+:19]([O-])=O)([CH3:4])([CH3:3])[CH3:2].O.O.Cl[Sn]Cl>>[C:1]([O:5][C:6](=[O:22])[NH:7][C:8]1[CH:13]=[C:12]([NH:14][CH:15]([CH3:16])[CH3:17])[C:11]([Cl:18])=[CH:10][C:9]=1[NH2:19])([CH3:2])([CH3:4])[CH3:3] |f:1.2.3|. Reported procedure: The title compound was prepared from (4-chloro-5-isopropylamino-2-nitro-phenyl)-carbamic acid tert-butyl ester (Example C37) (3.75 g, 11.3 mmol) by reduction with SnCl2.2H2O according to the general procedure J (method b). Obtained as a brown solid (2.90 g, 86%). The reactants are O (water), Cl.NO (hydroxylamine hydrochloride), [OH-].[Na+] (sodium hydroxide), CC1=CC=C(C=C1)C(CC(=O)OC)=O (methyl 3-(4-methylphenyl)-3-oxopropanoate). Run in CO (methanol). Yields the product CC1=CC=C(C=C1)C1=NOC(=C1)O (3-(4-methylphenyl)isoxazol-5-ol). As a reaction SMILES: [CH3:1][C:2]1[CH:7]=[CH:6][C:5]([C:8](=O)[CH2:9][C:10]([O:12]C)=[O:11])=[CH:4][CH:3]=1.Cl.[NH2:16]O.[OH-].[Na+].O>CO>[CH3:1][C:2]1[CH:7]=[CH:6][C:5]([C:8]2[CH:9]=[C:10]([OH:12])[O:11][N:16]=2)=[CH:4][CH:3]=1 |f:1.2,3.4|. Procedure: According to method of U.S. Pat. No. 3,781,438, 2 g of methyl 3-(4-methylphenyl)-3-oxopropanoate was dissolved in methanol, slightly excessive hydroxylamine hydrochloride and equivalent amount of sodium hydroxide were added, the mixture was heated to reflux. 3 hr later, the reaction was traced by Thin-Layer Chromatography, after the reaction, water was added to the reaction mixture, extracted with ethyl acetate, The combined organic extracts were dried and concentrated to obtain 3-(4-methylpheny... Starting materials: Cl (HCl), C[C@@H](CCCCCC)OC1=C(C=C(C=C1)C1=C(C(=O)[O-])C=CC=C1)[N+](=O)[O-] ((S)-4-(1-Methylheptyloxy)-3-nitro-phenylbenzoate), O.[OH-].[Li+] (Lithium hydroxide monohydrate), O (water). Run in CO (methanol). Reaction conditions: temperature 25 celsius, time 6 hour. The product is C[C@@H](CCCCCC)OC1=C(C=C(C=C1)O)[N+](=O)[O-] ((S)-4-(1-methylheptyloxy)-3-nitrophenol). The yield is 98.0%. RXN SMILES: [CH3:1][C@H:2]([O:9][C:10]1[CH:15]=[CH:14][C:13](C2C=CC=CC=2C([O-])=O)=[CH:12][C:11]=1[N+:25]([O-:27])=[O:26])[CH2:3][CH2:4][CH2:5][CH2:6][CH2:7][CH3:8].[OH2:28].O.[OH-].[Li+].Cl>CO>[CH3:1][C@H:2]([O:9][C:10]1[CH:15]=[CH:14][C:13]([OH:28])=[CH:12][C:11]=1[N+:25]([O-:27])=[O:26])[CH2:3][CH2:4][CH2:5][CH2:6][CH2:7][CH3:8] |f:2.3.4|. Procedure details: Compound 32a (380 mg, 1.02 mmol) was dissolved in 10 ml methanol, and water (approximately 3 ml) was added until the solution remained milky yellow with vigorous stirring. Lithium hydroxide monohydrate (258 mg, 6.1 mmol) was added, the reaction mixture was stirred for six hours at 25° C., and then was acidified with concentrated HCl. The reaction mixture was extracted with dichloromethane (30 ml). The organic layer was separated, washed with saturated sodium bicarbonate, followed by brine, and d... The reactants are COC(COC1=CC(=C(C(=C1)Cl)C1=NC2=C(N1)C=C(C=C2)C(NC2=NC1=CC=CC=C1C=C2)=O)Cl)=O ({3,5-dichloro-4-[6-(quinolin-2-ylcarbamoyl)-1H-benzoimidazol-2-yl]-phenoxy}-acetic acid methyl ester), [OH-].[Na+] (NaOH), Cl (HCl). Solvent: CO (MeOH). Run at time 3 hour. Yields the product ClC=1C=C(OCC(=O)O)C=C(C1C1=NC2=C(N1)C=C(C=C2)C(NC2=NC1=CC=CC=C1C=C2)=O)Cl ({3,5-Dichloro-4-[6-(quinolin-2-ylcarbamoyl)-1H-benzoimidazol-2-yl]-phenoxy}-acetic acid). Reaction SMILES: C[O:2][C:3](=[O:36])[CH2:4][O:5][C:6]1[CH:11]=[C:10]([Cl:12])[C:9]([C:13]2[NH:17][C:16]3[CH:18]=[C:19]([C:22](=[O:34])[NH:23][C:24]4[CH:33]=[CH:32][C:31]5[C:26](=[CH:27][CH:28]=[CH:29][CH:30]=5)[N:25]=4)[CH:20]=[CH:21][C:15]=3[N:14]=2)=[C:8]([Cl:35])[CH:7]=1.[OH-].[Na+].Cl>CO>[Cl:35][C:8]1[CH:7]=[C:6]([CH:11]=[C:10]([Cl:12])[C:9]=1[C:13]1[NH:17][C:16]2[CH:18]=[C:19]([C:22](=[O:34])[NH:23][C:24]3[CH:33]=[CH:32][C:31]4[C:26](=[CH:27][CH:28]=[CH:29][CH:30]=4)[N:25]=3)[CH:20]=[CH:21][C:15]=2[N:14]=1)[O:5][CH2:4][C:3]([OH:36])=[O:2] |f:1.2|. Reported procedure: To a solution of {3,5-dichloro-4-[6-(quinolin-2-ylcarbamoyl)-1H-benzoimidazol-2-yl]-phenoxy}-acetic acid methyl ester (100 mg, 0.19 mmol) in MeOH (3 mL) was added 1N NaOH (3 mL) and the solution was stirred at ambient temperature for 3 h. The solution was carefully acidified to pH 3-4 with 1N HCl and the suspension was filtered, washed with water, and the pale yellow solid was dried in vacuum oven to give the title compound. 1H NMR (Methanol-d4, 400 MHz): δ 11.14 (s, 1H), 8.46 (s, 1H), 8.43 (q, ... Reactants: N1=C(C=CC=C1)C=O (2-pyridine carboxaldehyde), C(#C)[Mg]Cl (ethynylmagnesium chloride). The solvent is C1CCOC1 (THF). The product is OC(C#C)C1=NC=CC=C1 (3-Hydroxy-3-(2-pyridinyl)-1-propyne). As a reaction SMILES: [N:1]1[CH:6]=[CH:5][CH:4]=[CH:3][C:2]=1[CH:7]=[O:8].[C:9]([Mg]Cl)#[CH:10]>C1COCC1>[OH:8][CH:7]([C:2]1[CH:3]=[CH:4][CH:5]=[CH:6][N:1]=1)[C:9]#[CH:10]. Procedure: 3-Hydroxy-3-(2-pyridinyl)-1-propyne was prepared according to Method A above from 2-pyridine carboxaldehyde (1.0 g, 9.3 mmol) (Aldrich) in THF (50 mL) and ethynylmagnesium chloride (10 mmol, 20 mL, 0.5M solution in tetrahydrofuran) (Aldrich). (Yield 956 mg, 77%). The reactants are C(C)(=O)C1CC(N(C1)CC1=C(C=C(C=C1)OC)OC)=O (4-acetyl-1-(2,4-dimethoxybenzyl)pyrrolidin-2-one), [BH4-].[Na+] (NaBH4). The solvent is O (water), CO (MeOH). Run at temperature 0 celsius, time 1 hour. Yields the product COC1=C(CN2C(CC(C2)C(C)O)=O)C=CC(=C1)OC (1-(2,4-dimethoxybenzyl)-4-(1-hydroxyethyl)pyrrolidin-2-one). RXN SMILES: [C:1]([CH:4]1[CH2:8][N:7]([CH2:9][C:10]2[CH:15]=[CH:14][C:13]([O:16][CH3:17])=[CH:12][C:11]=2[O:18][CH3:19])[C:6](=[O:20])[CH2:5]1)(=[O:3])[CH3:2].[BH4-].[Na+]>CO.O>[CH3:19][O:18][C:11]1[CH:12]=[C:13]([O:16][CH3:17])[CH:14]=[CH:15][C:10]=1[CH2:9][N:7]1[CH2:8][CH:4]([CH:1]([OH:3])[CH3:2])[CH2:5][C:6]1=[O:20] |f:1.2|. Reported procedure: To a stirred solution of 4-acetyl-1-(2,4-dimethoxybenzyl)pyrrolidin-2-one (1.5 g, 7.2 mmol) in MeOH (15 mL), NaBH4 (400 mg, 10.8 mmol) was added at 0° C. The reaction mixture was stirred at 0° C. for 1 hour then diluted with water and extracted with EtOAc. The organic layers were dried over sodium sulfate and concentrated under reduced pressure to afford 1-(2,4-dimethoxybenzyl)-4-(1-hydroxyethyl)pyrrolidin-2-one. 1H NMR (400 MHz, CDCl3) δ 7.10-7.13 (m, 1H), 6.43-6.45 (m, 2H), 4.41-4.42 (m, 2H), ... Starting materials: O=C([O-])[O-], CN(C)CCCl, CN(C)C=O, O=c1ccc(Cl)n[nH]1, Cl, [I-], [K+], [K+], [Na+]. Yields the product CN(C)CCn1nc(Cl)ccc1=O. Reaction SMILES: [C:16](=[O:17])([O-:18])[O-:19].[CH3:10][N:11]([CH2:12][CH2:13][Cl:14])[CH3:15].[CH3:24][N:25]([CH3:26])[CH:27]=[O:28].[Cl:1][c:2]1[cH:3][cH:4][c:5](=[O:8])[nH:6][n:7]1.[ClH:9].[I-:23].[K+:20].[K+:21].[Na+:22]>>[Cl:1][c:2]1[cH:3][cH:4][c:5](=[O:8])[n:6]([CH2:13][CH2:12][N:11]([CH3:10])[CH3:15])[n:7]1.